From a dataset of the Open Reaction Database (ORD), a public repository of structured organic reaction records. describe an organic reaction: reactants, conditions, products, and yield Reactants: COC(C1=C(N=C(C=C1Cl)C)OC1=C(C=C(C=C1C)Cl)C)=O (4-chloro-6-methyl-2-(4-Chloro-2,6-dimethyl-phenoxy)-nicotinic acid methyl ester), C(C)C(CC)N (1-ethyl-propyl-amine), CS(=O)C (DMSO). Conditions: temperature 120 celsius. Product: COC(C1=C(N=CC=C1CNC(CC)CC)OC1=C(C=C(C=C1C)Cl)C)=O (2-(4-Chloro-2,6-dimethyl-phenoxy)-4-(1 ethyl-propylamino)methyl-nicotinic acid methyl ester). As a reaction SMILES: [CH3:1][O:2][C:3](=[O:22])[C:4]1[C:9](Cl)=[CH:8][C:7](C)=[N:6][C:5]=1[O:12][C:13]1[C:18]([CH3:19])=[CH:17][C:16]([Cl:20])=[CH:15][C:14]=1[CH3:21].[CH2:23]([CH:25]([NH2:28])[CH2:26][CH3:27])[CH3:24].[CH3:29]S(C)=O>>[CH3:1][O:2][C:3](=[O:22])[C:4]1[C:9]([CH2:29][NH:28][CH:25]([CH2:26][CH3:27])[CH2:23][CH3:24])=[CH:8][CH:7]=[N:6][C:5]=1[O:12][C:13]1[C:14]([CH3:21])=[CH:15][C:16]([Cl:20])=[CH:17][C:18]=1[CH3:19]. Reported procedure: A mixture of 4-chloro-6-methyl-2-(4-Chloro-2,6-dimethyl-phenoxy)-nicotinic acid methyl ester (77 mg, 0.226 mmol) and 1-ethyl-propyl-amine in DMSO was heated at 120° C. for 4 hr. The mixture was quenched with sat. ammonium chloride, water, brine and extracted with ethyl acetate. The organic layer was dried and concentrated to give 140 mg of yellow solid. The reactants are C(C)C=1C(N=C(NC1)SCC=1C=CC(=C(C#N)C1)OC1=CC(=CC=C1)C(F)(F)F)=O (5-{[(5-ethyl-4-oxo-1,4-dihydro-2-pyrimidinyl)thio]methyl}-2-{[3-(trifluoromethyl)phenyl]oxy}benzonitrile), CCN(C(C)C)C(C)C (DIPEA), CI (MeI). Solvent: C(Cl)Cl (DCM). Yields the product C(C)C=1C(N=C(N(C1)C)SCC=1C=CC(=C(C#N)C1)OC1=CC(=CC=C1)C(F)(F)F)=O (5-{[(5-ethyl-1-methyl-4-oxo-1,4-dihydro-2-pyrimidinyl)thio]methyl}-2-{[3-(trifluoromethyl)phenyl]oxy}benzonitrile). The yield is 38.8%. As a reaction SMILES: [CH2:1]([C:3]1[C:4](=[O:30])[N:5]=[C:6]([S:9][CH2:10][C:11]2[CH:12]=[CH:13][C:14]([O:19][C:20]3[CH:25]=[CH:24][CH:23]=[C:22]([C:26]([F:29])([F:28])[F:27])[CH:21]=3)=[C:15]([CH:18]=2)[C:16]#[N:17])[NH:7][CH:8]=1)[CH3:2].[CH3:31]CN(C(C)C)C(C)C.CI>C(Cl)Cl>[CH2:1]([C:3]1[C:4](=[O:30])[N:5]=[C:6]([S:9][CH2:10][C:11]2[CH:12]=[CH:13][C:14]([O:19][C:20]3[CH:25]=[CH:24][CH:23]=[C:22]([C:26]([F:29])([F:27])[F:28])[CH:21]=3)=[C:15]([CH:18]=2)[C:16]#[N:17])[N:7]([CH3:31])[CH:8]=1)[CH3:2]. Reported procedure: The same procedure as E64 from 5-{[(5-ethyl-4-oxo-1,4-dihydro-2-pyrimidinyl)thio]methyl}-2-{[3-(trifluoromethyl)phenyl]oxy}benzonitrile (250 mg, 0.579 mmol), DIPEA (0.202 mL, 1.159 mmol) and MeI (0.054 mL, 0.869 mmol) in DCM (2 mL). to afford the title compound (100 mg, 38.7% yield). LCMS: rt=3.25 min, [M+H+]=446 Starting materials: C(CCC)[C@@]1(CSC2=C(C(=N1)C1=CC=CC=C1)C=CC(=C2)OC)CC ((3R)-3-Butyl-3-ethyl-2,3-dihydro-8-methoxy-5-phenyl-1,4-benzothiazepine). Solvent: CCCCCC.CCOC(=O)C (hexane EtOAc). The product is C(CCC)[C@@]1(CSC2=C([C@H](N1)C1=CC=CC=C1)C=CC(=C2)OC)CC ((3R,5R)-3-Butyl-3-ethyl-2,3,4,5-tetrahydro-8-methoxy-5-phenyl-1,4-benzothiazepine). Isolated yield 41.7%. As a reaction SMILES: [CH2:1]([C@@:5]1([CH2:24][CH3:25])[N:11]=[C:10]([C:12]2[CH:17]=[CH:16][CH:15]=[CH:14][CH:13]=2)[C:9]2[CH:18]=[CH:19][C:20]([O:22][CH3:23])=[CH:21][C:8]=2[S:7][CH2:6]1)[CH2:2][CH2:3][CH3:4]>CCCCCC.CCOC(C)=O>[CH2:1]([C@@:5]1([CH2:24][CH3:25])[NH:11][C@H:10]([C:12]2[CH:17]=[CH:16][CH:15]=[CH:14][CH:13]=2)[C:9]2[CH:18]=[CH:19][C:20]([O:22][CH3:23])=[CH:21][C:8]=2[S:7][CH2:6]1)[CH2:2][CH2:3][CH3:4] |f:1.2|. Reported procedure: This compound was prepared following the procedure of Synthetic Example 1(n), using the product (54.4 g) from step (e). Chromatography on silica gel, using hexane:EtOAc (9:1) as eluant, gave the title product (22.8 g) as an orange oil. 1H NMR consistent with the proposed structure. Reactants: CC=1C(=C(C=CC1NC(C(F)(F)F)=O)OC)[N+](=O)[O-] (3-methyl-2-nitro4-trifluoroacetamidoanisole), B(Br)(Br)Br (boron tribromide), O (water), CO (methanol). Solvent: C(Cl)Cl (methylene chloride), C(Cl)Cl (methylene chloride), C(Cl)Cl (methylene chloride). Product: CC=1C(=C(C=CC1NC(C(F)(F)F)=O)O)[N+](=O)[O-] (3-methyl-2-nitro-4-trifluoroacetamidophenol). The yield is 94.3%. RXN SMILES: [CH3:1][C:2]1[C:3]([N+:17]([O-:19])=[O:18])=[C:4]([O:15]C)[CH:5]=[CH:6][C:7]=1[NH:8][C:9](=[O:14])[C:10]([F:13])([F:12])[F:11].B(Br)(Br)Br.CO.O>C(Cl)Cl>[CH3:1][C:2]1[C:3]([N+:17]([O-:19])=[O:18])=[C:4]([OH:15])[CH:5]=[CH:6][C:7]=1[NH:8][C:9](=[O:14])[C:10]([F:13])([F:12])[F:11]. Reported procedure: A solution of 3-methyl-2-nitro4-trifluoroacetamidoanisole (5.37 g, 19.3 mmol) in dry methylene chloride (250 mL) at -78° C. under nitrogen atmosphere is treated dropwise with a solution of boron tribromide (9.16 mL, 96.9 mmol) in dry methylene chloride (50 mL). After complete addition, the mixture is allowed to warm to room temperature and stirring is maintained for one hour. The mixture is cooled to -78° C. and methanol (100 mL) is added dropwise. After complete addition, the solution is allowe... Reactants: CC1=CC(=NC=C1C)N (4,5-dimethylpyridin-2-amine), C1(OC(C2=CC=CC=C12)=O)=O (isobenzofuran-1,3-dione), C(=O)(O)[O-].[Na+] (NaHCO3). Reaction conditions: temperature 90 celsius. Product: CC1=CC(=NC=C1C)N1C(C2=CC=CC=C2C1=O)=O (2-(4,5-dimethylpyridin-2-yl)-isoindoline-1,3-dione). Run in C(C)(=O)O (acetic acid). As a reaction SMILES: [CH3:1][C:2]1[C:7]([CH3:8])=[CH:6][N:5]=[C:4]([NH2:9])[CH:3]=1.[C:10]1(=O)[C:18]2[C:13](=[CH:14][CH:15]=[CH:16][CH:17]=2)[C:12](=[O:19])[O:11]1.C([O-])(O)=O.[Na+]>C(O)(=O)C>[CH3:1][C:2]1[C:7]([CH3:8])=[CH:6][N:5]=[C:4]([N:9]2[C:10](=[O:11])[C:18]3[C:13](=[CH:14][CH:15]=[CH:16][CH:17]=3)[C:12]2=[O:19])[CH:3]=1 |f:2.3|. The yield is 33.7%. Procedure details: To a solution of 4,5-dimethylpyridin-2-amine (2.1 g, 0.02 mol) in acetic acid (40 mL) was added isobenzofuran-1,3-dione (2.5 g, 0.02 mol) at the room temperature. The mixture was heated at 90° C. overnight. The resulting solution was basified by saturated solution of NaHCO3 and extracted with ethyl acetate (50 mL×3). The combined organic layers were dried over anhydrous Na2SO4, filtered and evaporated under vacuum to give 2-(4,5-dimethylpyridin-2-yl)-isoindoline-1,3-dione (1.7 g, 40%) 1H NMR (30...